From a dataset of the Open Reaction Database (ORD), a public repository of structured organic reaction records. describe an organic reaction: reactants, conditions, products, and yield The reactants are C1CCC2=NCCCN2CC1, Cc1ccccc1, OC1Cc2cccc3cccc1c23, [N-]=[N+]=NP(=O)(c1ccccc1)c1ccccc1. Product: NC1Cc2cccc3cccc1c23. As a reaction SMILES: [CH2:31]1[CH2:32][CH2:33][C:34]2=[N:39][CH2:38][CH2:37][CH2:36][N:35]2[CH2:40][CH2:41]1.[CH3:42][c:43]1[cH:44][cH:45][cH:46][cH:47][cH:48]1.[CH:1]1([OH:13])[CH2:2][c:3]2[cH:4][cH:5][cH:6][c:7]3[cH:8][cH:9][cH:10][c:11]1[c:12]23.[c:14]1([P:15]([c:18]2[cH:19][cH:20][cH:21][cH:22][cH:23]2)(=[O:24])[N:28]=[N+:16]=[N-:17])[cH:25][cH:26][cH:27][cH:29][cH:30]1>>[CH:1]1([NH2:28])[CH2:2][c:3]2[cH:4][cH:5][cH:6][c:7]3[cH:8][cH:9][cH:10][c:11]1[c:12]23. The product is CCOc1cc(C(=O)C(C)Br)cc(S(F)(F)(F)(F)F)c1. The reactants are [Br-], [Br-], [Br-], CCOc1cc(C(=O)CC)cc(S(F)(F)(F)(F)F)c1, C1CCOC1, [Na+], O, O=C([O-])O, C[N+](C)(C)c1ccccc1, C[N+](C)(C)c1ccccc1, C[N+](C)(C)c1ccccc1. Reaction SMILES: [Br-:20].[Br-:21].[Br-:22].[CH2:1]([CH3:2])[O:3][c:4]1[cH:5][c:6]([C:16]([CH2:17][CH3:18])=[O:19])[cH:7][c:8]([S:10]([F:11])([F:12])([F:13])([F:14])[F:15])[cH:9]1.[CH2:59]1[O:60][CH2:61][CH2:62][CH2:63]1.[Na+:54].[OH2:53].[OH:55][C:56](=[O:57])[O-:58].[c:23]1([N+:24]([CH3:25])([CH3:26])[CH3:27])[cH:28][cH:29][cH:30][cH:31][cH:32]1.[c:33]1([N+:34]([CH3:35])([CH3:36])[CH3:37])[cH:38][cH:39][cH:40][cH:41][cH:42]1.[c:43]1([N+:44]([CH3:45])([CH3:46])[CH3:47])[cH:48][cH:49][cH:50][cH:51][cH:52]1>>[CH2:1]([CH3:2])[O:3][c:4]1[cH:5][c:6]([C:16]([CH:17]([CH3:18])[Br:20])=[O:19])[cH:7][c:8]([S:10]([F:11])([F:12])([F:13])([F:14])[F:15])[cH:9]1. Starting materials: O=[O+][O-] (Ozone), C([O-])(O)=O.[Na+] (sodium bicarbonate), CSC (dimethyl sulfide), C12C=CC(CC1)C2 (2-norbornene), C1(=CC=C(C=C1)S(=O)(=O)O)C (p-toluenesulfonic acid), CO (methanol). Run in C(Cl)Cl (DCM). Conditions: temperature -78 celsius, time 30 minute. The product is COC(C1CC(CC1)C=O)OC (3-(Dimethoxymethyl)cyclopentanecarbaldehyde). Reaction SMILES: [CH:1]12[CH2:7][CH:4]([CH2:5][CH2:6]1)[CH:3]=[CH:2]2.O=[O+][O-].C1(C)C=CC(S(O)(=O)=[O:18])=CC=1.[C:22](=O)(O)[O-:23].[Na+].CSC.[CH3:30][OH:31]>C(Cl)Cl>[CH3:30][O:31][CH:2]([O:23][CH3:22])[CH:1]1[CH2:6][CH2:5][CH:4]([CH:3]=[O:18])[CH2:7]1 |f:3.4|. Reported procedure: Into a 3-neck round bottom flask 2-norbornene (5.500 g, 0.05841 mol) was dissolved in DCM (198.0 mL,) and methanol (38.5 mL) and was cooled at −78° C. Ozone was passed through the reaction until it turned blue and was stirred at −78° C. for 30 minutes. Then nitrogen was passed through for 20 minutes and p-toluenesulfonic acid (0.95 g, 0.0055 mol) was added The reaction was allowed to warm at 20° C. and was stirred for 90 minutes. Into the reaction was added sodium bicarbonate (1.67 g, 0.0199 mol... The reactants are O.NN (hydrazine hydrate), COC(C=1C(O)=CC=CC1)=O (salicylic acid methyl ester), O.CO (water methanol). Procedure: 0.5 kg (10 mol) hydrazine hydrate was heated with 3.040 kg (20 mol) salicylic acid methyl ester and 2.714 kg vaseline in a protective gas such as nitrogen or argon in the apparatus according to the invention. The water-methanol mixture produced was continuously distilled-off from the reaction mixture. After about three hours, the reaction temperature had risen to 120° C. and approximately half of the quantity of methanol expected theoretically and the entire amount of water were distilled off (0... The product is C(C=1C(O)=CC=CC1)(=O)NNC(C=1C(O)=CC=CC1)=O (Bis(Salicyloyl)hydrazine). Solvent: CO (methanol). RXN SMILES: [OH2:1].[NH2:2][NH2:3].CO[C:6](=[O:14])[C:7]1[C:8](=[CH:10][CH:11]=[CH:12][CH:13]=1)[OH:9].[OH2:15].CO>CO>[C:6]([NH:2][NH:3][C:6](=[O:14])[C:7]1[C:8](=[CH:10][CH:11]=[CH:12][CH:13]=1)[OH:9])(=[O:15])[C:7]1[C:13](=[CH:12][CH:11]=[CH:10][CH:8]=1)[OH:1] |f:0.1,3.4|. Run at time 3 hour.